Dataset: the Open Reaction Database (ORD), a public repository of structured organic reaction records. Task: describe an organic reaction: reactants, conditions, products, and yield Reactants: ClCCOCCO (ethylene glycol mono-2-chloroethyl ether), N1C=NC=C1 (imidazole), [Si](C)(C)(C(C)(C)C)Cl (t-butyldimethylsilyl chloride). Solvent: C(C)#N (acetonitrile). Run at time 8 hour. Yields the product [Si](C)(C)(C(C)(C)C)OCCOCCCl (2-[2-(t-butyldimethylsilyloxy)ethoxy]ethyl chloride). Yield: 92.1%. As a reaction SMILES: [Cl:1][CH2:2][CH2:3][O:4][CH2:5][CH2:6][OH:7].N1C=CN=C1.[Si:13](Cl)([C:16]([CH3:19])([CH3:18])[CH3:17])([CH3:15])[CH3:14]>C(#N)C>[Si:13]([O:7][CH2:6][CH2:5][O:4][CH2:3][CH2:2][Cl:1])([C:16]([CH3:19])([CH3:18])[CH3:17])([CH3:15])[CH3:14]. Reported procedure: To a solution of ethylene glycol mono-2-chloroethyl ether (6.2 g, 50 mmol) in acetonitrile (150 mg) were added imidazole (6.77 g, 99.54 mmol) and t-butyldimethylsilyl chloride (11.25 g, 74.65 mmol) at room temperature. The reaction mixture was stirred overnight at the same temperature. After the reaction was completed, the mixture was filtered through a filter paper, and concentrated under reduced pressure. Then, the concentrate was subjected to flash chromatography on silica gel (n-hexane:ethyl... The reactants are COC1=CC=C(C=CC=O)C=C1 (4-methoxycinnamaldehyde), C(CC#N)#N (malononitrile). The reagents and catalysts are N1CCCCC1 (piperidine). Solvent: C(C)O (ethanol). Yields the product COC1=CC=C(C=CC=C(C#N)C#N)C=C1 (4-Methoxycinnamal malononitrile). Yield: 90.7%. As a reaction SMILES: [CH3:1][O:2][C:3]1[CH:12]=[CH:11][C:6]([CH:7]=[CH:8][CH:9]=O)=[CH:5][CH:4]=1.[C:13](#[N:17])[CH2:14][C:15]#[N:16]>C(O)C.N1CCCCC1>[CH3:1][O:2][C:3]1[CH:12]=[CH:11][C:6]([CH:7]=[CH:8][CH:9]=[C:14]([C:13]#[N:17])[C:15]#[N:16])=[CH:5][CH:4]=1. Reported procedure: To 0.52 g (3.2 mmol) of the aldehyde from step (a) and 0.26 g (4 mmol) malononitrile in 30 ml ethanol was added 2 drops piperidine and the reaction mixture was refluxed for 40 minutes, cooled, filtered and washed with ethanol to yield 0.61 g (90% yield) of an orange solid, m.p. 160° C. Starting materials: Clc1cc2c(Br)cccc2c(Cl)n1, C[O-], [Na+], O. Product: COc1nc(Cl)cc2c(Br)cccc12. RXN SMILES: [Br:1][c:2]1[c:3]2[cH:4][c:5]([Cl:13])[n:6][c:7]([Cl:12])[c:8]2[cH:9][cH:10][cH:11]1.[CH3:14][O-:15].[Na+:16].[OH2:17]>>[Br:1][c:2]1[c:3]2[cH:4][c:5]([Cl:13])[n:6][c:7]([O:15][CH3:14])[c:8]2[cH:9][cH:10][cH:11]1. The reactants are CC(=O)[O-], CC(=O)[O-], CC(=O)[O-], CC(=O)[O-], S=C(NCCN1CCOCC1)c1ccc(Cl)cc1, Cl, O, [Pb+4]. Yields the product O=C(NCCN1CCOCC1)c1ccc(Cl)cc1. Reaction SMILES: [C:20]([O-:21])(=[O:22])[CH3:23].[C:24]([O-:25])(=[O:26])[CH3:27].[C:28]([O-:29])(=[O:30])[CH3:31].[C:32]([O-:33])(=[O:34])[CH3:35].[Cl:2][c:3]1[cH:4][cH:5][c:6]([C:7](=[S:8])[NH:9][CH2:10][CH2:11][N:12]2[CH2:13][CH2:14][O:15][CH2:16][CH2:17]2)[cH:18][cH:19]1.[ClH:1].[OH2:37].[Pb+4:36]>>[Cl:2][c:3]1[cH:4][cH:5][c:6]([C:7]([NH:9][CH2:10][CH2:11][N:12]2[CH2:13][CH2:14][O:15][CH2:16][CH2:17]2)=[O:22])[cH:18][cH:19]1. The reactants are C(C1=CC=CC=C1)=O (benzaldehyde), [Cl-].[Cl-].C1(=CC=CC=C1)P(C1=CC=CC=C1)C1=CC=CC=C1 (triphenylphosphine dichloride). The product is C(C1=CC=CC=C1)(Cl)Cl (benzal chloride). Yield: 45.0%. RXN SMILES: [CH:1](=O)[C:2]1[CH:7]=[CH:6][CH:5]=[CH:4][CH:3]=1.[Cl-:9].[Cl-:10].C1(P(C2C=CC=CC=2)C2C=CC=CC=2)C=CC=CC=1>>[CH:1]([Cl:10])([Cl:9])[C:2]1[CH:7]=[CH:6][CH:5]=[CH:4][CH:3]=1 |f:1.2.3|. Procedure: Furthermore, it is known from Liebig's Annalen der Chemie, Volume 626, pages 26 to 34 (1959) to react benzaldehyde with triphenylphosphine dichloride to give benzal chloride, but the yield is only 59%. When cyclohexanone is reacted with triphenylphosphine dichloride in the presence of an equimolar amount of triethylamine it is not the corresponding geminal dihalide which is obtained but 1-chlorocyclohex-1-ene in 45% yield (loc. cit., page 33). Product: Cc1nn(-c2cc(I)c(Cl)cc2F)c(=O)n1C(F)F. Starting materials: Cc1nn(-c2ccc(Cl)cc2F)c(=O)n1C(F)F, O=C1CCC(=O)N1I, O=S(=O)(O)O. As a reaction SMILES: [Cl:1][c:2]1[cH:3][c:4]([F:18])[c:5](-[n:8]2[n:9][c:10]([CH3:17])[n:11]([CH:14]([F:15])[F:16])[c:12]2=[O:13])[cH:6][cH:7]1.[I:19][N:20]1[C:21](=[O:22])[CH2:23][CH2:24][C:25]1=[O:26].[S:27](=[O:28])(=[O:29])([OH:30])[OH:31]>>[Cl:1][c:2]1[cH:3][c:4]([F:18])[c:5](-[n:8]2[n:9][c:10]([CH3:17])[n:11]([CH:14]([F:15])[F:16])[c:12]2=[O:13])[cH:6][c:7]1[I:19].